Dataset: the Open Reaction Database (ORD), a public repository of structured organic reaction records. Task: describe an organic reaction: reactants, conditions, products, and yield The product is BrC(C(=O)O)COCC1=CC=CC=C1 (2-Bromo-3-[(phenylmethyl)oxy]propanoic acid). Run at temperature 0 celsius, time 45 minute. Reported procedure: Racemic O-(phenylmethyl)serine (5 g, 25.6 mmol) and potassium bromide (10.7 g, 89.6 mmol) were dissolved in ice-cooled H2SO4 (2.5N) and treated with an solution of sodium nitrite (2.65 g) in water (30 ml) over 50 minutes (keeping the reaction temperature <4° C.). The reaction was then stirred at 0° C. for 45 minutes and then at rt for 1 h, extracted with ethyl acetate (3×100 ml). The combined organic extracts were washed with water, brine, dried (MgSO4), filtered and evaporated to give the produ... Reactants: C1(=CC=CC=C1)COC[C@H](N)C(=O)O (Racemic O-(phenylmethyl)serine), [Br-].[K+] (potassium bromide), N(=O)[O-].[Na+] (sodium nitrite), OS(=O)(=O)O (H2SO4). Reaction SMILES: [C:1]1([CH2:7][O:8][CH2:9][C@@H:10]([C:12]([OH:14])=[O:13])N)[CH:6]=[CH:5][CH:4]=[CH:3][CH:2]=1.[Br-:15].[K+].OS(O)(=O)=O.N([O-])=O.[Na+]>O>[Br:15][CH:10]([CH2:9][O:8][CH2:7][C:1]1[CH:6]=[CH:5][CH:4]=[CH:3][CH:2]=1)[C:12]([OH:14])=[O:13] |f:1.2,4.5|. Isolated yield 90.5%. Solvent: O (water). Reactants: CC=1NC2=CC=C(C=C2C1CN(C)C)[N+](=O)[O-] (2, N,N-trimethyl-5-nitro-1H-indole-3-methanamine), N1C=NC=C1 (imidazole). Run in C=1(C(=CC=CC1)C)C (xylene). Product: N1(C=NC=C1)CC1=C(NC2=CC=C(C=C12)[N+](=O)[O-])C (3-(1H-Imidazol-1-ylmethyl)-2-methyl-5-nitro-1H-indole). The yield is 89.4%. Reaction SMILES: [CH3:1][C:2]1[NH:3][C:4]2[C:9]([C:10]=1[CH2:11][N:12]([CH3:14])[CH3:13])=[CH:8][C:7]([N+:15]([O-:17])=[O:16])=[CH:6][CH:5]=2.[NH:18]1C=CN=[CH:19]1>C1(C)C(C)=CC=CC=1>[N:12]1([CH2:11][C:10]2[C:9]3[C:4](=[CH:5][CH:6]=[C:7]([N+:15]([O-:17])=[O:16])[CH:8]=3)[NH:3][C:2]=2[CH3:1])[CH:13]=[CH:19][N:18]=[CH:14]1. Procedure: Treatment of 2, N,N-trimethyl-5-nitro-1H-indole-3-methanamine (J.Org.Chem.,28,2921(1963)) (5.60 g) with imidazole (1.90 g) in xylene (100 ml) according to the method of Preparation 1 gave the title compound (5.50 g),m.p. 240°-242° C. Found: C,61.02; H,4.41; N,21.68. C13 H12N4O2 requires: C,60.92; H,4.72; N,21.87%.